This data is from the Open Reaction Database (ORD), a public repository of structured organic reaction records. The task is: describe an organic reaction: reactants, conditions, products, and yield The reactants are O1C(=CC2=C1C=CC=C2)C2=C(C=CC=C2)C=O (2-benzofuranylphenyl-methanone), O.NN (hydrazine monohydrate), C(COCCO)O (diethylene glycol), [OH-].[K+] (Potassium hydroxide). Run in O (water). The product is C(C1=CC=CC=C1)C=1OC2=C(C1)C=CC=C2 (2-Benzyl-benzofuran). The yield is 73.1%. RXN SMILES: [O:1]1[C:5]2[CH:6]=[CH:7][CH:8]=[CH:9][C:4]=2[CH:3]=[C:2]1[C:10]1[CH:15]=[CH:14][CH:13]=[CH:12][C:11]=1[CH:16]=O.O.NN.C(O)COCCO.[OH-].[K+]>O>[CH2:10]([C:2]1[O:1][C:5]2[CH:6]=[CH:7][CH:8]=[CH:9][C:4]=2[CH:3]=1)[C:15]1[CH:14]=[CH:13][CH:12]=[CH:11][CH:16]=1 |f:1.2,4.5|. Reported procedure: A suspension of 2-benzofuranylphenyl-methanone (34.8 g, 0.157 mol), hydrazine monohydrate (31 mL, 0.639 mol) and diethylene glycol (72 mL) was heated to reflux for 10 min and cooled to room temperature. Potassium hydroxide (22.9 g, 0.408 mol) was added. The reaction mixture was heated in 130° C. oil bath for 1 h., cooled to room temperature and added to water. The oil was extracted with ether. Silica ge was added to the ether phase and the solvent was removed. The adsorbate was flash chromatogra...